This data is from the Open Reaction Database (ORD), a public repository of structured organic reaction records. The task is: describe an organic reaction: reactants, conditions, products, and yield The reactants are CCOCC, CCC(CC)(CO)CO, O, O=S(Cl)Cl. The product is CCC1(CC)COS(=O)OC1. As a reaction SMILES: [CH2:15]([O:16][CH2:17][CH3:18])[CH3:19].[CH2:1]([CH3:2])[C:3]([CH2:4][OH:5])([CH2:6][OH:7])[CH2:8][CH3:9].[OH2:14].[S:10](=[O:11])([Cl:12])[Cl:13]>>[CH2:1]([CH3:2])[C:3]1([CH2:8][CH3:9])[CH2:4][O:5][S:10](=[O:11])[O:7][CH2:6]1. The yield is 94.7%. As a reaction SMILES: [CH2:1]([C:5]1[CH:10]=[CH:9][C:8]([C:11]#[C:12][C:13]2[CH:18]=[CH:17][C:16]([CH:19]([O:24][C:25]3[CH:26]=[CH:27][C:28]4[C:33](=[O:34])[O:32]C(C)(C)[O:30][C:29]=4[CH:37]=3)[CH2:20][CH2:21][CH2:22][CH3:23])=[CH:15][CH:14]=2)=[CH:7][CH:6]=1)[CH2:2][CH2:3][CH3:4].[OH-].[Na+].Cl>CCO>[CH2:1]([C:5]1[CH:10]=[CH:9][C:8]([C:11]#[C:12][C:13]2[CH:18]=[CH:17][C:16]([CH:19]([O:24][C:25]3[CH:26]=[CH:27][C:28]([C:33]([OH:34])=[O:32])=[C:29]([OH:30])[CH:37]=3)[CH2:20][CH2:21][CH2:22][CH3:23])=[CH:15][CH:14]=2)=[CH:7][CH:6]=1)[CH2:2][CH2:3][CH3:4] |f:1.2|. Reported procedure: To a solution of 7-[(1-{4-[(4-butylphenyl)ethynyl]phenyl}pentyl)oxy]-2,2-dimethyl-4H-1,3-benzodioxin-4-one (370 mg, 0.74 mmol) in EtOH (10 mL) was added an aqueous solution of NaOH (0.75 mL, 3.75 mmol, 5N) and the resulting mixture was stirred overnight at rt. An aqueous solution of HCl (10 mL, 1N) was added and the resulting reaction mixture was extracted with Et2O (3×). The combined organic layers were washed with water and brine, dried over MgSO4 and the solvents were removed under reduced pr... Product: C(CCC)C1=CC=C(C=C1)C#CC1=CC=C(C=C1)C(CCCC)OC1=CC(=C(C(=O)O)C=C1)O (4-[(1-{4-[(4-butylphenyl)ethynyl]phenyl}pentyl)oxy]-2-hydroxybenzoic acid). Reactants: C(CCC)C1=CC=C(C=C1)C#CC1=CC=C(C=C1)C(CCCC)OC=1C=CC2=C(OC(OC2=O)(C)C)C1 (7-[(1-{4-[(4-butylphenyl)ethynyl]phenyl}pentyl)oxy]-2,2-dimethyl-4H-1,3-benzodioxin-4-one), [OH-].[Na+] (NaOH), Cl (HCl). Run in CCO (EtOH). Reaction conditions: time 8 hour. The reactants are Cl.N=C(C(=O)OCC)C1=CC=CC=C1 (ethyl iminophenylacetate hydrochloride), NC(C(=O)N)C(=O)N (aminomalonamide). Run in CO (methanol). Conditions: time 1 hour. Product: C(C1=CC=CC=C1)C=1NC(=C(N1)C(=O)N)O (2-benzyl-5-hydroxy-1H-imidazole-4-carboxamide). Yield: 74.2%. As a reaction SMILES: Cl.N=[C:3]([C:9]1[CH:14]=[CH:13][CH:12]=[CH:11][CH:10]=1)[C:4](OCC)=O.[NH2:15][CH:16]([C:20]([NH2:22])=[O:21])[C:17]([NH2:19])=[O:18]>CO>[CH2:3]([C:4]1[NH:19][C:17]([OH:18])=[C:16]([C:20]([NH2:22])=[O:21])[N:15]=1)[C:9]1[CH:10]=[CH:11][CH:12]=[CH:13][CH:14]=1 |f:0.1|. Reported procedure: To a chilled solution of ethyl iminophenylacetate hydrochloride (5.99 g) in anhydrous methanol (80 ml) was added aminomalonamide (3.51 g). The mixture was stirred for 1 hour at 0°-5° C. and then 3 hours under reflux. After cooling the mixture to 0°-5° C., the precipitated product was filtered and washed with ethanol, isopropylether to give 2-benzyl-5-hydroxy-1H-imidazole-4-carboxamide (4.52 g). Reactants: C1CCOC1, CCOP(=O)(OCC)C(N(C)C)P(=O)(OCC)OCC, O=Cc1ccc(Cl)s1, [H-], [Na+]. Yields the product CCOP(=O)(OCC)C(=Cc1ccc(Cl)s1)N(C)C. Reaction SMILES: [CH2:31]1[O:32][CH2:33][CH2:34][CH2:35]1.[CH3:3][N:4]([CH3:5])[CH:6]([P:7](=[O:8])([O:9][CH2:10][CH3:11])[O:12][CH2:13][CH3:14])[P:15]([O:16][CH2:17][CH3:18])([O:19][CH2:20][CH3:21])=[O:22].[Cl:23][c:24]1[cH:25][cH:26][c:27]([CH:29]=[O:30])[s:28]1.[H-:1].[Na+:2]>>[CH3:3][N:4]([CH3:5])[C:6]([P:15]([O:16][CH2:17][CH3:18])([O:19][CH2:20][CH3:21])=[O:22])=[CH:29][c:27]1[cH:26][cH:25][c:24]([Cl:23])[s:28]1. The reactants are Fc1ccccc1Br, [Cl-], [Mg], [NH4+], C1CCOC1, CC(OC1CCCCO1)C(=O)N1CCOCC1. Yields the product CC(OC1CCCCO1)C(=O)c1ccccc1F. As a reaction SMILES: [Br:1][c:2]1[c:3]([F:8])[cH:4][cH:5][cH:6][cH:7]1.[Cl-:27].[Mg:26].[NH4+:28].[O:29]1[CH2:30][CH2:31][CH2:32][CH2:33]1.[O:9]1[CH:10]([O:15][CH:16]([C:17](=[O:18])[N:19]2[CH2:20][CH2:21][O:22][CH2:23][CH2:24]2)[CH3:25])[CH2:11][CH2:12][CH2:13][CH2:14]1>>[c:2]1([C:17]([CH:16]([O:15][CH:10]2[O:9][CH2:14][CH2:13][CH2:12][CH2:11]2)[CH3:25])=[O:18])[c:3]([F:8])[cH:4][cH:5][cH:6][cH:7]1. The reactants are Cc1ccc(CN)cc1C, COCCOC, CS(=O)c1nc(N)nc(-c2ccco2)c1C#N. The product is Cc1ccc(CNc2nc(N)nc(-c3ccco3)c2C#N)cc1C. As a reaction SMILES: [CH3:18][c:19]1[cH:20][c:21]([CH2:22][NH2:23])[cH:24][cH:25][c:26]1[CH3:27].[CH3:28][O:29][CH2:30][CH2:31][O:32][CH3:33].[NH2:1][c:2]1[n:3][c:4]([S:15]([CH3:16])=[O:17])[c:5]([C:13]#[N:14])[c:6](-[c:8]2[o:9][cH:10][cH:11][cH:12]2)[n:7]1>>[NH2:1][c:2]1[n:3][c:4]([NH:23][CH2:22][c:21]2[cH:20][c:19]([CH3:18])[c:26]([CH3:27])[cH:25][cH:24]2)[c:5]([C:13]#[N:14])[c:6](-[c:8]2[o:9][cH:10][cH:11][cH:12]2)[n:7]1.